This data is from the Open Reaction Database (ORD), a public repository of structured organic reaction records. The task is: describe an organic reaction: reactants, conditions, products, and yield Reactants: CCCCCCI, [K+], [K+], O=C([O-])[O-], CN(C)C=O, CCCCCC1CCC(c2ccc(O)cc2)OC1. Yields the product CCCCCCOc1ccc(C2CCC(CCCCC)CO2)cc1. Reaction SMILES: [CH2:25]([CH2:26][CH2:27][CH2:28][CH2:29][CH3:30])[I:31].[K+:19].[K+:20].[O-:21][C:22]([O-:23])=[O:24].[O:32]=[CH:33][N:34]([CH3:35])[CH3:36].[OH:1][c:2]1[cH:3][cH:4][c:5]([CH:8]2[O:9][CH2:10][CH:11]([CH2:14][CH2:15][CH2:16][CH2:17][CH3:18])[CH2:12][CH2:13]2)[cH:6][cH:7]1>>[O:1]([c:2]1[cH:3][cH:4][c:5]([CH:8]2[O:9][CH2:10][CH:11]([CH2:14][CH2:15][CH2:16][CH2:17][CH3:18])[CH2:12][CH2:13]2)[cH:6][cH:7]1)[CH2:25][CH2:26][CH2:27][CH2:28][CH2:29][CH3:30]. Starting materials: [Na+], [OH-], O, Nc1ncc(C(O)C(=O)O)s1. The product is Nc1ncc(C(=O)C(=O)O)s1. RXN SMILES: [Na+:13].[OH-:12].[OH2:14].[OH:1][CH:2]([C:3](=[O:4])[OH:5])[c:6]1[cH:7][n:8][c:9]([NH2:11])[s:10]1>>[O:1]=[C:2]([C:3](=[O:4])[OH:5])[c:6]1[cH:7][n:8][c:9]([NH2:11])[s:10]1. The reactants are N1(CCOCC1)CCCC1=CC=2C(=NCC=3N(C2S1)C(=NN3)C)C3=C(C=CC=C3)Cl (2-[3-(N-Morpholinyl)-n-propyl]- 4-(2-chlorophenyl)-9-methyl-6H-thieno[3,2-f][1,2,4]-triazolo[4,3-a][1,4]diazepine), [H-].[Al+3].[Li+].[H-].[H-].[H-] (lithium aluminium hydride), O (water), [OH-].[Na+] (sodium hydroxide), O (water). Run in C1CCOC1 (THF), C1CCOC1 (THF). Reaction conditions: time 30 minute. Product: N1(CCOCC1)CCCC1=CC=2C(NCC=3N(C2S1)C(=NN3)C)C3=C(C=CC=C3)Cl (2-[3-(N-Morpholinyl)-n-propyl]-4-(2-chlorophenyl)-9-methyl-4,5-dihydro-6H-thieno[3,2-f][1,2,4]triazolo-[4,3-a][1,4]diazepine). Isolated yield 13.3%. Reaction SMILES: [N:1]1([CH2:7][CH2:8][CH2:9][C:10]2[S:19][C:18]3[N:17]4[C:20]([CH3:23])=[N:21][N:22]=[C:16]4[CH2:15][N:14]=[C:13]([C:24]4[CH:29]=[CH:28][CH:27]=[CH:26][C:25]=4[Cl:30])[C:12]=3[CH:11]=2)[CH2:6][CH2:5][O:4][CH2:3][CH2:2]1.[H-].[Al+3].[Li+].[H-].[H-].[H-].O.[OH-].[Na+]>C1COCC1>[N:1]1([CH2:7][CH2:8][CH2:9][C:10]2[S:19][C:18]3[N:17]4[C:20]([CH3:23])=[N:21][N:22]=[C:16]4[CH2:15][NH:14][CH:13]([C:24]4[CH:29]=[CH:28][CH:27]=[CH:26][C:25]=4[Cl:30])[C:12]=3[CH:11]=2)[CH2:6][CH2:5][O:4][CH2:3][CH2:2]1 |f:1.2.3.4.5.6,8.9|. Reported procedure: 1.2 g (0.0027 mol) of 2-[3-(N-Morpholinyl)-n-propyl]- 4-(2-chlorophenyl)-9-methyl-6H-thieno[3,2-f][1,2,4]-triazolo[4,3-a][1,4]diazepine in 20 ml of anhydrous THF are added dropwise to a prepared suspension of 0.1 g (0.0027 mol) of lithium aluminium hydride in 20 ml of anhydrous THF at ambient temperature and the mixture is refluxed for one hour. 0.1 ml of water, 0.1 ml of 15% sodium hydroxide solution and 0.3 ml of water are added to the reaction mixture which is then stirred for 30 minutes and ... Reactants: C(C)N(CC)S(F)(F)F (diethylaminosulfur trifluoride), C(C1=CC=CC=C1)N(CCCC(C)(O)C)CC1=CC=CC=C1 (5-(dibenzylamino)-2-methylpentan-2-ol), ice water. Run in C(Cl)Cl (DCM). Run at time 8 hour. Yields the product C(C1=CC=CC=C1)N(CCCC(C)(C)F)CC1=CC=CC=C1 (N,N-dibenzyl-4-fluoro-4-methylpentan-1-amine). The yield is 40.6%. RXN SMILES: C(N(S(F)(F)[F:7])CC)C.[CH2:10]([N:17]([CH2:25][C:26]1[CH:31]=[CH:30][CH:29]=[CH:28][CH:27]=1)[CH2:18][CH2:19][CH2:20][C:21]([CH3:24])(O)[CH3:22])[C:11]1[CH:16]=[CH:15][CH:14]=[CH:13][CH:12]=1>C(Cl)Cl>[CH2:10]([N:17]([CH2:25][C:26]1[CH:31]=[CH:30][CH:29]=[CH:28][CH:27]=1)[CH2:18][CH2:19][CH2:20][C:21]([F:7])([CH3:24])[CH3:22])[C:11]1[CH:16]=[CH:15][CH:14]=[CH:13][CH:12]=1. Procedure: Add diethylaminosulfur trifluoride (17.9 g, 111 mmol) drop-wise to a −78° C. solution of 5-(dibenzylamino)-2-methylpentan-2-ol (11 g, 37 mmol) in DCM (100 mL), under N2, warm to RT and stir overnight. Pour the mixture into ice-water, neutralize with satd. NaHCO3, extract with EtOAc (3×), wash the combined organics with brine, dry over Na2SO4, concentrate and purify via silica gel chromatography to afford the title compound (4.5 g, 41%). 1H NMR (400 MHz, DMSO-d6): δ 7.30-7.13 (m, 10H), 3.48 (s, 4... Reactants: Clc1ccc(OCc2ccccc2)nn1, CC(=O)NC(C)CCc1ccc(O)cc1. The product is CC(=O)NC(C)CCc1ccc(Oc2ccc(OCc3ccccc3)nn2)cc1. RXN SMILES: [CH2:1]([c:2]1[cH:3][cH:4][cH:5][cH:6][cH:7]1)[O:8][c:9]1[n:10][n:11][c:12]([Cl:15])[cH:13][cH:14]1.[OH:16][c:17]1[cH:18][cH:19][c:20]([CH2:23][CH2:24][CH:25]([CH3:26])[NH:27][C:28]([CH3:29])=[O:30])[cH:21][cH:22]1>>[CH2:1]([c:2]1[cH:3][cH:4][cH:5][cH:6][cH:7]1)[O:8][c:9]1[n:10][n:11][c:12]([O:16][c:17]2[cH:18][cH:19][c:20]([CH2:23][CH2:24][CH:25]([CH3:26])[NH:27][C:28]([CH3:29])=[O:30])[cH:21][cH:22]2)[cH:13][cH:14]1. Starting materials: C1(CC1)CN1C(=NC2=C1C=CC(=C2)CSC(C)C)CC(C)(C)C (1-(Cyclopropylmethyl)-2-(2,2-dimethylpropyl)-5-[(isopropylthio)methyl]-1H-benzimidazole), Cl (hydrogen chloride), C1(CC1)CN1C(=NC2=C1C=CC(=C2)CS(=O)(=O)C(C)C)CC(C)(C)C (1-(cyclopropylmethyl)-2-(2,2-dimethylpropyl)-5-[(isopropylsulfonyl)methyl]-1H-benzimidazole). Solvent: C(C)(=O)OCC (ethyl acetate), C(C)(=O)OCC (ethyl acetate). The product is Cl.C1(CC1)CN1C(=NC2=C1C=CC(=C2)CS(=O)(=O)C(C)C)CC(C)(C)C (1-(Cyclopropylmethyl)-2-(2,2-dimethylpropyl)-5-[(isopropylsulfonyl)methyl]-1H-benzimidazole hydrochloride). As a reaction SMILES: C1(CN2C3C=CC(CSC(C)C)=CC=3N=C2CC(C)(C)C)CC1.[CH:24]1([CH2:27][N:28]2[C:32]3[CH:33]=[CH:34][C:35]([CH2:37][S:38]([CH:41]([CH3:43])[CH3:42])(=[O:40])=[O:39])=[CH:36][C:31]=3[N:30]=[C:29]2[CH2:44][C:45]([CH3:48])([CH3:47])[CH3:46])[CH2:26][CH2:25]1.[ClH:49]>C(OCC)(=O)C>[ClH:49].[CH:24]1([CH2:27][N:28]2[C:32]3[CH:33]=[CH:34][C:35]([CH2:37][S:38]([CH:41]([CH3:42])[CH3:43])(=[O:39])=[O:40])=[CH:36][C:31]=3[N:30]=[C:29]2[CH2:44][C:45]([CH3:47])([CH3:46])[CH3:48])[CH2:26][CH2:25]1 |f:4.5|. Procedure: The title compound was prepared according to the procedure described in Step B of Example 1 using 1-(cyclopropylmethyl)-2-(2,2-dimethylpropyl)-5-[(isopropylthio)methyl]-1H-benzimidazole (Step F) instead of 1-chloro-4-(isopropylthio)benzene. Obtained 1-(cyclopropylmethyl)-2-(2,2-dimethylpropyl)-5-[(isopropylsulfonyl)methyl]-1H-benzimidazole was dissolved in ethyl acetate and to the solution was added 4 N hydrogen chloride in ethyl acetate. The precipitate was collected by filtration to afford the... Reported procedure: 2.0 g (5.38 mmol) of the compound of Example 6 was dissolved in 20 ml of pyridine. 800 mg (6.87 mmol) of chlorosulfonic acid (95%) was added dropwise thereto at -15° to -10° C. The temperature was slowly elevated to room temperature and the mixture was stirred for 3 days. A 1N aqueous potassium carbonate solution was added to the reaction mixture to adjust the pH to 8 to 9. The solvent was distilled off under reduced pressure. Water and ethyl acetate were added to the residue and an aqueous laye... Solvent: N1=CC=CC=C1 (pyridine). RXN SMILES: [OH:1][C:2]1[CH:7]=[CH:6][C:5]([NH:8][C:9]2[C:14]([NH:15][S:16]([C:19]3[CH:24]=[CH:23][C:22]([O:25][CH3:26])=[CH:21][CH:20]=3)(=[O:18])=[O:17])=[CH:13][CH:12]=[CH:11][N:10]=2)=[CH:4][CH:3]=1.Cl[S:28]([OH:31])(=[O:30])=[O:29].C(=O)([O-])[O-].[K+:36].[K+]>N1C=CC=CC=1>[S:28]([O-:31])([O:1][C:2]1[CH:7]=[CH:6][C:5]([NH:8][C:9]2[C:14]([NH:15][S:16]([C:19]3[CH:24]=[CH:23][C:22]([O:25][CH3:26])=[CH:21][CH:20]=3)(=[O:18])=[O:17])=[CH:13][CH:12]=[CH:11][N:10]=2)=[CH:4][CH:3]=1)(=[O:30])=[O:29].[K+:36] |f:2.3.4,6.7|. Run at time 3 day. Yields the product S(=O)(=O)(OC1=CC=C(C=C1)NC1=NC=CC=C1NS(=O)(=O)C1=CC=C(C=C1)OC)[O-].[K+] (Potassium 4-[[3-(4-methoxybenzenesulfonamido)-2-pyridyl]amino]phenyl sulfate). The reactants are ClS(=O)(=O)O (chlorosulfonic acid), OC1=CC=C(C=C1)NC1=NC=CC=C1NS(=O)(=O)C1=CC=C(C=C1)OC (N-[2-[(4-Hydroxyphenyl)amino]-3-pyridyl]-4-methoxybenzenesulfonamide), C([O-])([O-])=O.[K+].[K+] (potassium carbonate). Starting materials: FC1=C(C=C(C=C1)N)NC(C1=CC=CC=C1)=O (N-(2-Fluoro-5-aminophenyl)benzamide), Cl.ClC1=NC=NC2=C(C(=C(C=C12)OC)OC)OC (4-chloro-6,7,8-trimethoxyquinazoline hydrochloride), C(C)(C)O (isopropanol), resultant mixture. Yield: 53.0%. Run at temperature 80 celsius. RXN SMILES: [F:1][C:2]1[CH:7]=[CH:6][C:5]([NH2:8])=[CH:4][C:3]=1[NH:9][C:10](=[O:17])[C:11]1[CH:16]=[CH:15][CH:14]=[CH:13][CH:12]=1.Cl.[Cl:19][C:20]1[C:29]2[C:24](=[C:25]([O:34][CH3:35])[C:26]([O:32][CH3:33])=[C:27](OC)[CH:28]=2)[N:23]=[CH:22][N:21]=1.[CH:36]([OH:39])(C)C>>[ClH:19].[C:10]([NH:9][C:3]1[CH:4]=[C:5]([CH:6]=[CH:7][C:2]=1[F:1])[NH:8][C:20]1([O:39][CH3:36])[C:29]2[C:24](=[C:25]([O:34][CH3:35])[C:26]([O:32][CH3:33])=[CH:27][CH:28]=2)[N:23]=[CH:22][NH:21]1)(=[O:17])[C:11]1[CH:16]=[CH:15][CH:14]=[CH:13][CH:12]=1 |f:1.2,4.5|. The product is Cl.C(C1=CC=CC=C1)(=O)NC=1C=C(NC2(NC=NC3=C(C(=CC=C23)OC)OC)OC)C=CC1F (4-[3-Benzamido-4-fluoroanilino]-4,7,8-trimethoxyquinazoline hydrochloride). Procedure details: N-(2-Fluoro-5-aminophenyl)benzamide (276 mg) was added to a suspension of 4-chloro-6,7,8-trimethoxyquinazoline hydrochloride (293 mg) in isopropanol (8 ml) and the resultant mixture stirred and heated to 80° C. for 18 hours. The mixture was cooled to ambient temperature and the precipitated solid was isolated, washed with isopropanol then diethyl ether to yield the title compound as a solid (257 mg, 53%); NMR: 4.0 (s, 3H), 4.01 (s, 3H), 4.07 (s, 3H), 7.42 (t, 1H), 7.52 (m, 2H), 7.62 (m, 2H), 8.0...